Dataset: the Open Reaction Database (ORD), a public repository of structured organic reaction records. Task: describe an organic reaction: reactants, conditions, products, and yield Starting materials: CCOC(=O)C(Cc1cccc(OC(F)(F)C(F)F)c1)C(O)c1ccnc(F)c1, CO, Cl, [Na+], [OH-]. Yields the product O=C(O)C(Cc1cccc(OC(F)(F)C(F)F)c1)C(O)c1ccnc(F)c1. RXN SMILES: [CH2:1]([CH3:2])[O:3][C:4]([CH:5]([CH:6]([OH:7])[c:8]1[cH:9][c:10]([F:14])[n:11][cH:12][cH:13]1)[CH2:15][c:16]1[cH:17][c:18]([O:22][C:23]([CH:24]([F:25])[F:26])([F:27])[F:28])[cH:19][cH:20][cH:21]1)=[O:29].[CH3:33][OH:34].[ClH:32].[Na+:31].[OH-:30]>>[O:3]=[C:4]([CH:5]([CH:6]([OH:7])[c:8]1[cH:9][c:10]([F:14])[n:11][cH:12][cH:13]1)[CH2:15][c:16]1[cH:17][c:18]([O:22][C:23]([CH:24]([F:25])[F:26])([F:27])[F:28])[cH:19][cH:20][cH:21]1)[OH:29]. Reactants: ClC1=CC=C(C=C1)C1=NC(=NC(=C1)C)C1=CC(=NC=C1)Cl (4-(4-chloro-phenyl)-2-(2-chloro-pyridin-4-yl)-6-methyl-pyrimidine), C(C)(C)(C)NS(=O)(=O)C=1SC(=CC1)B1OC(C(O1)(C)C)(C)C (N-tert-Butyl-5-(4,4,5,5-tetramethyl-1,3,2-dioxaborolan-2-yl)-thiophene-2-sulfonamide). Product: C(C)(C)(C)NS(=O)(=O)C=1SC(=CC1)C1=NC=CC(=C1)C1=NC(=CC(=N1)C1=CC=C(C=C1)Cl)C (5-{4-[4-(4-Chloro-phenyl)-6-methyl-pyrimidin-2-yl]-pyridin-2-yl}-thiophene-2-sulfonic acid tert-butylamide), solid. As a reaction SMILES: [Cl:1][C:2]1[CH:7]=[CH:6][C:5]([C:8]2[CH:13]=[C:12]([CH3:14])[N:11]=[C:10]([C:15]3[CH:20]=[CH:19][N:18]=[C:17](Cl)[CH:16]=3)[N:9]=2)=[CH:4][CH:3]=1.[C:22]([NH:26][S:27]([C:30]1[S:31][C:32](B2OC(C)(C)C(C)(C)O2)=[CH:33][CH:34]=1)(=[O:29])=[O:28])([CH3:25])([CH3:24])[CH3:23]>>[C:22]([NH:26][S:27]([C:30]1[S:31][C:32]([C:17]2[CH:16]=[C:15]([C:10]3[N:9]=[C:8]([C:5]4[CH:6]=[CH:7][C:2]([Cl:1])=[CH:3][CH:4]=4)[CH:13]=[C:12]([CH3:14])[N:11]=3)[CH:20]=[CH:19][N:18]=2)=[CH:33][CH:34]=1)(=[O:28])=[O:29])([CH3:25])([CH3:23])[CH3:24]. Procedure: 5-{4-[4-(4-Chloro-phenyl)-6-methyl-pyrimidin-2-yl]-pyridin-2-yl}-thiophene-2-sulfonic acid tert-butylamide was prepared from 4-(4-chloro-phenyl)-2-(2-chloro-pyridin-4-yl)-6-methyl-pyrimidine (example E.45) (0.22 g, 0.7 mmol) and N-tert-butyl-5-(4,4,5,5-tetramethyl-1,3,2-dioxaborolan-2-yl)-thiophene-2-sulfonamide (example F.1) (0.31 g, 0.9 mmol) according to the general procedure VI. Obtained as a light yellow solid (0.12 g) which was subsequently deprotected. Starting materials: ClC1=C(C=C(C=C1)N=C1SC(N2CCCCN12)=O)OC(C)C (9-(4-chloro-3-isopropoxyphenylimino)-8-thia-1,6-diazabicyclo[4.3.0]nonane-7-one), [Cl-].[Al+3].[Cl-].[Cl-] (aluminum chloride). The solvent is C(Cl)(Cl)Cl (chloroform). Product: ClC1=C(C=C(C=C1)N=C1SC(N2CCCCN12)=O)O (9-(4-Chloro-3-hydroxyphenylimino)8-thia-1,6-diazabicyclo[4.3.0]nonane-7-one). As a reaction SMILES: [Cl:1][C:2]1[CH:7]=[CH:6][C:5]([N:8]=[C:9]2[N:17]3[N:12]([CH2:13][CH2:14][CH2:15][CH2:16]3)[C:11](=[O:18])[S:10]2)=[CH:4][C:3]=1[O:19]C(C)C.[Cl-].[Al+3].[Cl-].[Cl-]>C(Cl)(Cl)Cl>[Cl:1][C:2]1[CH:7]=[CH:6][C:5]([N:8]=[C:9]2[N:17]3[N:12]([CH2:13][CH2:14][CH2:15][CH2:16]3)[C:11](=[O:18])[S:10]2)=[CH:4][C:3]=1[OH:19] |f:1.2.3.4|. Procedure: Into a reaction flask equipped with a Dimroth condenser, 1.7 g (5 mmol) of 9-(4-chloro-3-isopropoxyphenylimino)-8-thia-1,6-diazabicyclo[4.3.0]nonane-7-one, 1.3 g (10 mmol) of aluminum chloride and 50 ml of chloroform, were charged, and refluxed under heating for 2 hours to complete the reaction. Reactants: C1CCOC1, CC(=O)OC(C)=O, Nc1ccc(Br)cn1, O, c1ccncc1. Product: CC(=O)Nc1ccc(Br)cn1. Reaction SMILES: [CH2:23]1[O:24][CH2:25][CH2:26][CH2:27]1.[CH3:15][C:16](=[O:17])[O:18][C:19](=[O:20])[CH3:21].[NH2:1][c:2]1[n:3][cH:4][c:5]([Br:8])[cH:6][cH:7]1.[OH2:22].[cH:9]1[cH:10][cH:11][n:12][cH:13][cH:14]1>>[NH:1]([c:2]1[n:3][cH:4][c:5]([Br:8])[cH:6][cH:7]1)[C:16]([CH3:15])=[O:17]. Reactants: N[C@@H](CC1=CC=CC=C1)C(=O)OC (H-Phe-OCH3), N(CC(=O)N[C@@H](C(C)C)C(=O)N[C@@H](CC1=CC=CC=C1)C(=O)O)C(=O)OC(C)(C)C (BOC-Gly-Val-Phe-OH), [OH-].[Na+] (NaOH), Cl (HCl). The solvent is C(CC(O)(C(=O)O)CC(=O)O)(=O)O (citric acid), O (water), CN(C)C=O (DMF). Product: N(CC(=O)N[C@@H](C(C)C)C(=O)N[C@@H](CC1=CC=CC=C1)C(=O)N[C@@H](CC1=CC=CC=C1)C(=O)OC)C(=O)OC(C)(C)C (BOC-Gly-Val-Phe-Phe-OCH3). Yield: 71.2%. RXN SMILES: Cl.[NH2:2][C@H:3]([C:11]([O:13][CH3:14])=[O:12])[CH2:4][C:5]1[CH:10]=[CH:9][CH:8]=[CH:7][CH:6]=1.[NH:15]([C:38]([O:40][C:41]([CH3:44])([CH3:43])[CH3:42])=[O:39])[CH2:16][C:17]([NH:19][C@H:20]([C:24]([NH:26][C@H:27]([C:35](O)=[O:36])[CH2:28][C:29]1[CH:34]=[CH:33][CH:32]=[CH:31][CH:30]=1)=[O:25])[CH:21]([CH3:23])[CH3:22])=[O:18].[OH-].[Na+]>C(O)(=O)CC(CC(O)=O)(C(O)=O)O.CN(C=O)C.O>[NH:15]([C:38]([O:40][C:41]([CH3:43])([CH3:42])[CH3:44])=[O:39])[CH2:16][C:17]([NH:19][C@H:20]([C:24]([NH:26][C@H:27]([C:35]([NH:2][C@H:3]([C:11]([O:13][CH3:14])=[O:12])[CH2:4][C:5]1[CH:10]=[CH:9][CH:8]=[CH:7][CH:6]=1)=[O:36])[CH2:28][C:29]1[CH:30]=[CH:31][CH:32]=[CH:33][CH:34]=1)=[O:25])[CH:21]([CH3:22])[CH3:23])=[O:18] |f:3.4|. Reported procedure: A solution of 0.216 g (10 mmol) of HCl.H-Phe-OCH3 (MW 215.5) in 40 ml of citric acid buffer solution (pH = 4.0) was added to a solution of 0.421 g of BOC-Gly-Val-Phe-OH (MW 421) in 10 ml of 1N-NaOH and 30 ml of water was further added with stirring. Then, 0.1 g of pepsin (1:10000) was added to the mixture with stirring in an incubator at 40°C for 24 hours to react them. 0.414 g of BOC-Gly-Val-Phe-Phe-OCH3 having a melting point of 193° - 196°C and [α]D30 = -14.8 (c = 1, DMF) was obtained. The yi... The reactants are COC(OC)C1(C)Oc2ccc(C#N)cc2C2OC21, Clc1ccc(NCc2ncc[nH]2)cc1. The product is COC(OC)C1(C)Oc2ccc(C#N)cc2C(N(Cc2ncc[nH]2)c2ccc(Cl)cc2)C1O. As a reaction SMILES: [C:1](#[N:2])[c:3]1[cH:4][cH:5][c:6]2[c:7]([cH:19]1)[CH:8]1[CH:9]([C:10]([CH3:12])([CH:13]([O:14][CH3:15])[O:16][CH3:17])[O:11]2)[O:18]1.[Cl:20][c:21]1[cH:22][cH:23][c:24]([NH:27][CH2:28][c:29]2[nH:30][cH:31][cH:32][n:33]2)[cH:25][cH:26]1>>[C:1](#[N:2])[c:3]1[cH:4][cH:5][c:6]2[c:7]([cH:19]1)[CH:8]([N:27]([c:24]1[cH:23][cH:22][c:21]([Cl:20])[cH:26][cH:25]1)[CH2:28][c:29]1[nH:30][cH:31][cH:32][n:33]1)[CH:9]([OH:18])[C:10]([CH3:12])([CH:13]([O:14][CH3:15])[O:16][CH3:17])[O:11]2.